From a dataset of the Open Reaction Database (ORD), a public repository of structured organic reaction records. describe an organic reaction: reactants, conditions, products, and yield The reactants are C(C)(C)(C)OC(=O)N1CCC(CC1)NC1=NC=C2C(=N1)NN=C2C2=NC(=NC=C2)NCC2=CC(=CC=C2)Cl (4-{3-[2-(3-chloro-benzylamino)-pyrimidin-4-yl]-1H-pyrazolo[3,4-d]pyrimidin-6-ylamino}-piperidine-1-carboxylic acid tert-butyl ester), Cl (HCl). Solvent: CCO (EtOH). Reaction conditions: time 15 hour. Product: ClC=1C=C(CNC2=NC=CC(=N2)C2=NNC3=NC(=NC=C32)NC3CCNCC3)C=CC1 ({3-[2-(3-chloro-benzylamino)-pyrimidin-4-yl]-1H-pyrazolo[3,4-d]pyrimidin-6-yl}-piperidin-4-yl-amine). Reaction SMILES: C(OC([N:8]1[CH2:13][CH2:12][CH:11]([NH:14][C:15]2[N:20]=[C:19]3[NH:21][N:22]=[C:23]([C:24]4[CH:29]=[CH:28][N:27]=[C:26]([NH:30][CH2:31][C:32]5[CH:37]=[CH:36][CH:35]=[C:34]([Cl:38])[CH:33]=5)[N:25]=4)[C:18]3=[CH:17][N:16]=2)[CH2:10][CH2:9]1)=O)(C)(C)C.Cl>CCO>[Cl:38][C:34]1[CH:33]=[C:32]([CH:37]=[CH:36][CH:35]=1)[CH2:31][NH:30][C:26]1[N:25]=[C:24]([C:23]2[C:18]3[C:19](=[N:20][C:15]([NH:14][CH:11]4[CH2:10][CH2:9][NH:8][CH2:13][CH2:12]4)=[N:16][CH:17]=3)[NH:21][N:22]=2)[CH:29]=[CH:28][N:27]=1. Procedure details: To a solution of 4-{3-[2-(3-chloro-benzylamino)-pyrimidin-4-yl]-1H-pyrazolo[3,4-d]pyrimidin-6-ylamino}-piperidine-1-carboxylic acid tert-butyl ester (80 mg, 0.15 mmol) in EtOH (4 mL) was added conc. HCl (4 mL). The reaction mixture was stirred at room temperature for 15 hours. The solvent was then removed and the residue was purified by prep-HPLC to afford {3-[2-(3-chloro-benzylamino)-pyrimidin-4-yl]-1H-pyrazolo[3,4-d]pyrimidin-6-yl}-piperidin-4-yl-amine; hydrochloride. (Yield 20 mg, 26.3%). The reactants are FC(C(=O)O)(F)F.ClC1=CC=C2C(=C1)NC(C21C(NC(C1C1=C(C(=CC=C1)Cl)F)C(=O)O)CC(C)(C)C)=O (rac-(2′S,3′R,4′S,5′R)-6-chloro-4′-(3-chloro-2-fluoro-phenyl)-2′-(2,2-dimethyl-propyl)-2-oxo-1,2-dihydro-spiro[indole-3,3′-pyrrolidine]-5′-carboxylic acid trifluoroacetic acid), NC1=C(C=C(C(=O)OC)C=C1)OC (methyl 4-amino-3-methoxy-benzoate), C(C)(C)N(CC)C(C)C (diisopropylethylamine), C1(=CC=CC=C1)P(=O)(C1=CC=CC=C1)Cl (diphenylphosphinic chloride). The product is COC(C1=CC(=C(C=C1)NC(=O)[C@H]1[C@@H]([C@@]2([C@@H](N1)CC(C)(C)C)C(NC1=CC(=CC=C12)Cl)=O)C1=C(C(=CC=C1)Cl)F)OC)=O (rac-4-{[(2′S,3′R,4′S,5′R)-6-chloro-4′-(3-chloro-2-fluoro-phenyl)-2′-(2,2-dimethyl-propyl)-2-oxo-1,2-dihydro-spiro[indole-3,3′-pyrrolidine]-5′-carbonyl]-amino}-3-methoxy-benzoic acid methyl ester). RXN SMILES: FC(F)(F)C(O)=O.[Cl:8][C:9]1[CH:14]=[C:13]2[NH:15][C:16](=[O:38])[C:17]3([CH:21]([C:22]4[CH:27]=[CH:26][CH:25]=[C:24]([Cl:28])[C:23]=4[F:29])[CH:20]([C:30]([OH:32])=O)[NH:19][CH:18]3[CH2:33][C:34]([CH3:37])([CH3:36])[CH3:35])[C:12]2=[CH:11][CH:10]=1.C(N(C(C)C)CC)(C)C.C1(P(Cl)(C2C=CC=CC=2)=O)C=CC=CC=1.[NH2:63][C:64]1[CH:73]=[CH:72][C:67]([C:68]([O:70][CH3:71])=[O:69])=[CH:66][C:65]=1[O:74][CH3:75]>>[CH3:71][O:70][C:68](=[O:69])[C:67]1[CH:72]=[CH:73][C:64]([NH:63][C:30]([C@@H:20]2[NH:19][C@@H:18]([CH2:33][C:34]([CH3:36])([CH3:35])[CH3:37])[C@:17]3([C:12]4[C:13](=[CH:14][C:9]([Cl:8])=[CH:10][CH:11]=4)[NH:15][C:16]3=[O:38])[C@H:21]2[C:22]2[CH:27]=[CH:26][CH:25]=[C:24]([Cl:28])[C:23]=2[F:29])=[O:32])=[C:65]([O:74][CH3:75])[CH:66]=1 |f:0.1|. Procedure: In a manner similar to the method described in Example 5, rac-(2′S,3′R,4′S,5′R)-6-chloro-4′-(3-chloro-2-fluoro-phenyl)-2′-(2,2-dimethyl-propyl)-2-oxo-1,2-dihydro-spiro[indole-3,3′-pyrrolidine]-5′-carboxylic acid trifluoroacetic acid prepared in Example 4 (0.5 g, 0.86 mmol), was reacted with diisopropylethylamine (0.45 g, 3.5 mmol), diphenylphosphinic chloride (0.45 g, 1.9 mmol), then reacted with methyl 4-amino-3-methoxy-benzoate (Ark Pharm) (0.16 g, 0.9 mmol) to give rac-4-{[(2′S,3′R,4′S,5′R)-6... The reactants are COC1=CC=C(C=C1)C=1N=C(NC1C1=CC=C(C=C1)OC)C=1NC=CC1 (4,5-bis(4-methoxyphenyl)-2-(2-pyrrolyl)-imidazole), BrCCCBr (1,3-dibromopropane). Yields the product COC1=CC=C(C=C1)C=1N=C(N(C1C1=CC=C(C=C1)OC)CCCBr)C=1NC=CC1 (4,5-Bis(4-methoxyphenyl)-2-(2-pyrrolyl)-1-(3-bromopropyl)imidazole). RXN SMILES: [CH3:1][O:2][C:3]1[CH:8]=[CH:7][C:6]([C:9]2[N:10]=[C:11]([C:22]3[NH:23][CH:24]=[CH:25][CH:26]=3)[NH:12][C:13]=2[C:14]2[CH:19]=[CH:18][C:17]([O:20][CH3:21])=[CH:16][CH:15]=2)=[CH:5][CH:4]=1.[Br:27][CH2:28][CH2:29][CH2:30]Br>>[CH3:21][O:20][C:17]1[CH:18]=[CH:19][C:14]([C:13]2[N:12]=[C:11]([C:22]3[NH:23][CH:24]=[CH:25][CH:26]=3)[N:10]([CH2:30][CH2:29][CH2:28][Br:27])[C:9]=2[C:6]2[CH:5]=[CH:4][C:3]([O:2][CH3:1])=[CH:8][CH:7]=2)=[CH:15][CH:16]=1. Procedure: 4,5-Bis(4-methoxyphenyl)-2-(2-pyrrolyl)-1-(3-bromopropyl)imidazole is prepared analogously to Example 22 by reacting 4,5-bis(4-methoxyphenyl)-2-(2-pyrrolyl)-imidazole with 1,3-dibromopropane. Melting point 97° C. Starting materials: CN1CCOCC1, CC1CCC(N)CC1, O=C(O)C1CC1CN1CCN(c2csc3cc(C(F)(F)F)ccc23)CC1, CN(C)C=O. Yields the product CC1CCC(NC(=O)C2CC2CN2CCN(c3csc4cc(C(F)(F)F)ccc34)CC2)CC1. RXN SMILES: [CH3:27][N:28]1[CH2:29][CH2:30][O:31][CH2:32][CH2:33]1.[CH3:34][CH:35]1[CH2:36][CH2:37][CH:38]([NH2:41])[CH2:39][CH2:40]1.[F:1][C:2]([c:3]1[cH:4][cH:5][c:6]2[c:7]([s:8][cH:9][c:10]2[N:11]2[CH2:12][CH2:13][N:14]([CH2:17][CH:18]3[CH:19]([C:21](=[O:22])[OH:23])[CH2:20]3)[CH2:15][CH2:16]2)[cH:24]1)([F:25])[F:26].[O:42]=[CH:43][N:44]([CH3:45])[CH3:46]>>[F:1][C:2]([c:3]1[cH:4][cH:5][c:6]2[c:7]([s:8][cH:9][c:10]2[N:11]2[CH2:12][CH2:13][N:14]([CH2:17][CH:18]3[CH:19]([C:21](=[O:23])[NH:41][CH:38]4[CH2:37][CH2:36][CH:35]([CH3:34])[CH2:40][CH2:39]4)[CH2:20]3)[CH2:15][CH2:16]2)[cH:24]1)([F:25])[F:26]. Starting materials: Ic1ncn2ccsc12, [N-]=[N+]=NCCSc1cncc(C=O)c1. Product: [N-]=[N+]=NCCSc1cncc(C(=O)c2ncn3ccsc23)c1. Reaction SMILES: [I:1][c:2]1[n:3][cH:4][n:5]2[c:6]1[s:7][cH:8][cH:9]2.[N:10](=[N+:11]=[N-:12])[CH2:13][CH2:14][S:15][c:16]1[cH:17][n:18][cH:19][c:20]([CH:22]=[O:23])[cH:21]1>>[c:2]1([C:22]([c:20]2[cH:19][n:18][cH:17][c:16]([S:15][CH2:14][CH2:13][N:10]=[N+:11]=[N-:12])[cH:21]2)=[O:23])[n:3][cH:4][n:5]2[c:6]1[s:7][cH:8][cH:9]2. Reactants: [N+](=O)([O-])C1=CC=C(C=C1)C=1SC2=C(C1)C(=CC=C2)OC (2-(4-nitrophenyl)-4-methoxybenzothiophene), [H][H] (hydrogen). The reagents and catalysts are [Pd] (palladium on charcoal). Run in CO (methanol). Product: NC1=CC=C(C=C1)C=1SC2=C(C1)C(=CC=C2)OC (2-(4-aminophenyl)-4-methoxybenzothiophene). RXN SMILES: [N+:1]([C:4]1[CH:9]=[CH:8][C:7]([C:10]2[S:11][C:12]3[CH:18]=[CH:17][CH:16]=[C:15]([O:19][CH3:20])[C:13]=3[CH:14]=2)=[CH:6][CH:5]=1)([O-])=O.[H][H]>[Pd].CO>[NH2:1][C:4]1[CH:5]=[CH:6][C:7]([C:10]2[S:11][C:12]3[CH:18]=[CH:17][CH:16]=[C:15]([O:19][CH3:20])[C:13]=3[CH:14]=2)=[CH:8][CH:9]=1. Procedure: 2-(4-Nitrophenyl)-4-methoxybenzothiophene (1-1, 200 mg, 0.71 mmol) obtained in Example 1 and 10% palladium on charcoal (Pd/C, 5 mg) were added to a round bottom flask containing anhydrous methanol (10 mL) and sealed with a septum. Then, the flask is filled with hydrogen gas, provided with a hydrogen balloon and stirred at room temperature for 12 hours. Then, the resulting product was filtered using celite, and a methanol solvent was removed under reduced pressure to give the target compound 2-(4... Starting materials: Cn1nc(-c2ccc(OCC(O)CN(CCOc3ccc(O)c(C(N)=O)c3)Cc3ccccc3)cc2)nc1C(F)(F)F, CO, [H][H]. Product: Cn1nc(-c2ccc(OCC(O)CNCCOc3ccc(O)c(C(N)=O)c3)cc2)nc1C(F)(F)F. RXN SMILES: [CH2:1]([c:2]1[cH:3][cH:4][cH:5][cH:6][cH:7]1)[N:8]([CH2:9][CH:10]([CH2:11][O:12][c:13]1[cH:14][cH:15][c:16](-[c:19]2[n:20][n:21]([CH3:28])[c:22]([C:24]([F:25])([F:26])[F:27])[n:23]2)[cH:17][cH:18]1)[OH:29])[CH2:30][CH2:31][O:32][c:33]1[cH:34][c:35]([C:40]([NH2:41])=[O:42])[c:36]([OH:39])[cH:37][cH:38]1.[CH3:45][OH:46].[H:43][H:44]>>[NH:8]([CH2:9][CH:10]([CH2:11][O:12][c:13]1[cH:14][cH:15][c:16](-[c:19]2[n:20][n:21]([CH3:28])[c:22]([C:24]([F:25])([F:26])[F:27])[n:23]2)[cH:17][cH:18]1)[OH:29])[CH2:30][CH2:31][O:32][c:33]1[cH:34][c:35]([C:40]([NH2:41])=[O:42])[c:36]([OH:39])[cH:37][cH:38]1.